From a dataset of the Open Reaction Database (ORD), a public repository of structured organic reaction records. describe an organic reaction: reactants, conditions, products, and yield The reactants are C1(=CC=CC=C1)C1=NNC=C1C1=CC=CC=C1 (3,4-diphenylpyrazole), BrCCCCCCCC(=O)OCC (ethyl 8-bromooctanoate), C([O-])([O-])=O.[K+].[K+] (potassium carbonate). Run in CC(CC)=O (butanone), C(C)O (ethanol), [OH-].[Na+] (sodium hydroxide). The product is C1(=CC=CC=C1)C1=NN(C=C1C1=CC=CC=C1)CCCCCCCC(=O)O (8-(3,4-diphenylpyrazol-1-yl)octanoic acid). Yield: 13.3%. Reaction SMILES: [C:1]1([C:7]2[C:11]([C:12]3[CH:17]=[CH:16][CH:15]=[CH:14][CH:13]=3)=[CH:10][NH:9][N:8]=2)[CH:6]=[CH:5][CH:4]=[CH:3][CH:2]=1.Br[CH2:19][CH2:20][CH2:21][CH2:22][CH2:23][CH2:24][CH2:25][C:26]([O:28]CC)=[O:27].C(=O)([O-])[O-].[K+].[K+]>CC(=O)CC.C(O)C.[OH-].[Na+]>[C:1]1([C:7]2[C:11]([C:12]3[CH:13]=[CH:14][CH:15]=[CH:16][CH:17]=3)=[CH:10][N:9]([CH2:19][CH2:20][CH2:21][CH2:22][CH2:23][CH2:24][CH2:25][C:26]([OH:28])=[O:27])[N:8]=2)[CH:6]=[CH:5][CH:4]=[CH:3][CH:2]=1 |f:2.3.4,7.8|. Procedure: A mixture of 3,4-diphenylpyrazole (2.2 g), ethyl 8-bromooctanoate (5.5 g) and potassium carbonate (3.7 g) in dry butanone (50 ml) was heated at reflux temperature for 44 hours. The mixture was filtered and the filtrate evaporated to an oil which was chromatographed on silica gel (hexane/ethyl acetate). The oil obtained was heated at reflux temperature in a mixture of ethanol and 2N sodium hydroxide (1:1) for 1 hour. The ethanol was evaporated and the aqueous residue was acidified with dilute hyd... Product: N1=CC=C(C=C1)C(C)=N[NH+](C(C1=CC=CC=C1)=O)[O-] (benzoic acid [1-(4-pyridinyl)ethylidene]hydrazide 1-oxide). RXN SMILES: [C:1]([C:4]1[CH:9]=[CH:8][N+:7]([O-])=[CH:6][CH:5]=1)(=O)[CH3:2].[C:11]([NH:19][NH2:20])(=[O:18])[C:12]1[CH:17]=[CH:16][CH:15]=[CH:14][CH:13]=1.C([OH:23])C>>[N:7]1[CH:8]=[CH:9][C:4]([C:1](=[N:20][NH+:19]([O-:23])[C:11](=[O:18])[C:12]2[CH:17]=[CH:16][CH:15]=[CH:14][CH:13]=2)[CH3:2])=[CH:5][CH:6]=1. Yield: 77.0%. Procedure details: A mixture of 5.48 gm (0.04 mole) of 4-acetylpyridine 1-oxide, 5.45 gm (0.04 mole) of benzhydrazide and 100 ml of absolute ethanol is refluxed for a total of 4 hr and cooled. The reaction mixture is evaporated in vacuo to yield a solid which is crystallized from ethanol to yield 7.82 gm (77%) of the title compound having a melting point of 248.9° C. (decomp). Reactants: C(C)(=O)C1=CC=[N+](C=C1)[O-] (4-acetylpyridine 1-oxide), C(C1=CC=CC=C1)(=O)NN (benzhydrazide), C(C)O (ethanol). The reactants are CC(=O)O, CCOC(C)=O, O=N[O-], [Na+], O, N#Cc1cc(Br)c(O)c(Br)c1. Product: N#Cc1cc(Br)c(O)c([N+](=O)[O-])c1. Reaction SMILES: [CH3:12][C:13](=[O:14])[OH:15].[CH3:21][CH2:22][O:23][C:24](=[O:25])[CH3:26].[N:16](=[O:17])[O-:18].[Na+:19].[OH2:20].[OH:1][c:2]1[c:3]([Br:4])[cH:5][c:6]([C:10]#[N:11])[cH:7][c:8]1[Br:9]>>[OH:1][c:2]1[c:3]([Br:4])[cH:5][c:6]([C:10]#[N:11])[cH:7][c:8]1[N+:16](=[O:17])[O-:18]. Procedure: 2-(1-Benzyl-5-methyl-4-imidazolyl)-4-oxotetrahydrothiophene (0.14 g., 0.5 mole) is dissolved in 1 ml. of ethanol and 1 ml. of water is added. Then hydroxyamine hydrochloride (38 mg., 0.55 mole) and sodium acetate (45 mg., 0.55 mole) are added. The mixture is stirred at room temperature overnight. The reaction mixture is concentrated in vacuo. The residue is triturated with chloroform and the mixture is filtered. The chloroform extract is dried over anhydrous sodium sulfate, filtered and concentr... As a reaction SMILES: [CH2:1]([N:8]1[C:12]([CH3:13])=[C:11]([CH:14]2[CH2:18][C:17](=O)[CH2:16][S:15]2)[N:10]=[CH:9]1)[C:2]1[CH:7]=[CH:6][CH:5]=[CH:4][CH:3]=1.C(O)C.Cl.[OH:24][NH2:25].C([O-])(=O)C.[Na+]>O>[CH2:1]([N:8]1[C:12]([CH3:13])=[C:11]([CH:14]2[CH2:18][C:17](=[N:25][OH:24])[CH2:16][S:15]2)[N:10]=[CH:9]1)[C:2]1[CH:7]=[CH:6][CH:5]=[CH:4][CH:3]=1 |f:2.3,4.5|. Reactants: C(C1=CC=CC=C1)N1C=NC(=C1C)C1SCC(C1)=O (2-(1-Benzyl-5-methyl-4-imidazolyl)-4-oxotetrahydrothiophene), C(C)O (ethanol), Cl.ON (hydroxyamine hydrochloride), C(C)(=O)[O-].[Na+] (sodium acetate). Solvent: O (water). Conditions: time 8 hour. Yields the product C(C1=CC=CC=C1)N1C=NC(=C1C)C1SCC(C1)=NO (2-(1-Benzyl-5-methyl-4-imidazolyl)-4-oxotetrahydrothiophene oxime). The reactants are ClCCCl, O=C=Nc1cc(C(F)(F)F)ccc1F, CC1(C)OB(c2ccc(N)c(F)c2)OC1(C)C. Yields the product CC1(C)OB(c2ccc(NC(=O)Nc3cc(C(F)(F)F)ccc3F)c(F)c2)OC1(C)C. As a reaction SMILES: [Cl:32][CH2:33][CH2:34][Cl:35].[F:18][c:19]1[c:20]([N:29]=[C:30]=[O:31])[cH:21][c:22]([C:25]([F:26])([F:27])[F:28])[cH:23][cH:24]1.[F:1][c:2]1[c:3]([NH2:4])[cH:5][cH:6][c:7]([B:9]2[O:10][C:11]([CH3:16])([CH3:17])[C:12]([CH3:14])([CH3:15])[O:13]2)[cH:8]1>>[F:1][c:2]1[c:3]([NH:4][C:30]([NH:29][c:20]2[c:19]([F:18])[cH:24][cH:23][c:22]([C:25]([F:26])([F:27])[F:28])[cH:21]2)=[O:31])[cH:5][cH:6][c:7]([B:9]2[O:10][C:11]([CH3:16])([CH3:17])[C:12]([CH3:14])([CH3:15])[O:13]2)[cH:8]1. The solvent is C(C)C(=O)C (methyl ethyl ketone). Product: C(CCCCCCCCC=C)OC1=CC=C(C=O)C=C1 (4-[10-Undecenyloxy]-benzaldehyde). Procedure: A mixture of 11-bromoundec-1-ene (2.02 g), 4-hydroxy-benzaldehyde (1.06 g, 8.6 mmol), potassium carbonate, potassium iodide and tetra-n-butylamomnium iodide was heated at reflux in methyl ethyl ketone (10 ml) for 16 hours. After cooling, the solids were filtered off and washed with acetone. The combined organic fractions were evaporated to dryness. The crude product obtained was filtered through a pad of silica gel which was eluted with petroleum ether (b.p. 40-60° C.) to remove the excess of br... Reactants: BrCCCCCCCCCC=C (11-bromoundec-1-ene), OC1=CC=C(C=O)C=C1 (4-hydroxy-benzaldehyde), C([O-])([O-])=O.[K+].[K+] (potassium carbonate), [I-].[K+] (potassium iodide), [I-] (iodide). Reaction SMILES: Br[CH2:2][CH2:3][CH2:4][CH2:5][CH2:6][CH2:7][CH2:8][CH2:9][CH2:10][CH:11]=[CH2:12].[OH:13][C:14]1[CH:21]=[CH:20][C:17]([CH:18]=[O:19])=[CH:16][CH:15]=1.C(=O)([O-])[O-].[K+].[K+].[I-].[K+].[I-]>C(C(C)=O)C>[CH2:2]([O:13][C:14]1[CH:21]=[CH:20][C:17]([CH:18]=[O:19])=[CH:16][CH:15]=1)[CH2:3][CH2:4][CH2:5][CH2:6][CH2:7][CH2:8][CH2:9][CH2:10][CH:11]=[CH2:12] |f:2.3.4,5.6|. Yield: 45.3%. Solvent: C(Cl)Cl (methylene chloride). As a reaction SMILES: Br[CH2:2][C:3]1([CH3:26])[CH:7]([C:8]([O:10][CH3:11])=[O:9])[N:6]2[C:12](=[O:25])[CH:13]([NH:14][C:15](=[O:24])[CH2:16][O:17][C:18]3[CH:23]=[CH:22][CH:21]=[CH:20][CH:19]=3)[C@H:5]2[S:4]1.[NH2:27][C:28]1[CH:33]=[CH:32][CH:31]=[CH:30][CH:29]=1>F[B-](F)(F)F.[Ag+].C(Cl)Cl>[NH:27]([CH2:2][C:3]1([CH3:26])[CH:7]([C:8]([O:10][CH3:11])=[O:9])[N:6]2[C:12](=[O:25])[CH:13]([NH:14][C:15](=[O:24])[CH2:16][O:17][C:18]3[CH:23]=[CH:22][CH:21]=[CH:20][CH:19]=3)[C@H:5]2[S:4]1)[C:28]1[CH:33]=[CH:32][CH:31]=[CH:30][CH:29]=1 |f:2.3|. Reagents/catalysts: F[B-](F)(F)F.[Ag+] (silver fluoroborate). The product is N(C1=CC=CC=C1)CC1(S[C@H]2N(C1C(=O)OC)C(C2NC(COC2=CC=CC=C2)=O)=O)C (methyl 2-anilinomethyl-2-methyl-6-(2-phenoxyacetamido)-penam-3-carboxylate). Starting materials: BrCC1(S[C@H]2N(C1C(=O)OC)C(C2NC(COC2=CC=CC=C2)=O)=O)C (methyl 2-bromomethyl-2-methyl-6-(2-phenoxyacetamido)penam-3-carboxylate), NC1=CC=CC=C1 (aniline). Reported procedure: By treating in the similar manner as described in Example 16 using methyl 2-bromomethyl-2-methyl-6-(2-phenoxyacetamido)penam-3-carboxylate (0.88 g), aniline (0.28 g), silver fluoroborate (0.43 g) and methylene chloride (15 ml), there was obtained oily methyl 2-anilinomethyl-2-methyl-6-(2-phenoxyacetamido)-penam-3-carboxylate (0.41 g) from the fractions of the third to seventh.